This data is from the Open Reaction Database (ORD), a public repository of structured organic reaction records. The task is: describe an organic reaction: reactants, conditions, products, and yield Reactants: [N+](=O)([O-])C1=CC(=C(C=C1)C)N1C(C=2C(C1=O)=CC(=CC2)F)=O (N-(4-nitro-o-tolyl)-4-fluorophthalimide), [H][H] (hydrogen). Reagents/catalysts: [Ni] (Raney nickel). Run in C(C)(=O)OCC (ethyl acetate). Product: NC1=CC(=C(C=C1)C)N1C(C=2C(C1=O)=CC(=CC2)F)=O (N-(4-amino-o-tolyl)-4-fluorophthalimide). RXN SMILES: [N+:1]([C:4]1[CH:9]=[CH:8][C:7]([CH3:10])=[C:6]([N:11]2[C:15](=[O:16])[C:14]3=[CH:17][C:18]([F:21])=[CH:19][CH:20]=[C:13]3[C:12]2=[O:22])[CH:5]=1)([O-])=O.[H][H]>[Ni].C(OCC)(=O)C>[NH2:1][C:4]1[CH:9]=[CH:8][C:7]([CH3:10])=[C:6]([N:11]2[C:15](=[O:16])[C:14]3=[CH:17][C:18]([F:21])=[CH:19][CH:20]=[C:13]3[C:12]2=[O:22])[CH:5]=1. Reported procedure: The mixture of 10.0 g of N-(4-nitro-o-tolyl)-4-fluorophthalimide, 500 ml of ethyl acetate and 5 g of Raney nickel is hydrogenated at 3.1 atm. and room temperature until the hydrogen uptake ceases. It is filtered, evaporated, and the residue recrystallized from ethanol, to yield the N-(4-amino-o-tolyl)-4-fluorophthalimide, melting at 180°-182°. Starting materials: BrC=1C=C(C=C(C1)OC(F)(F)F)C1=CC(=NN1C=1C=NC(=CC1)Cl)C(=O)O (5-(3-Bromo-5-trifluoromethoxyphenyl)-1-(6-chloropyridin-3-yl)-1H-pyrazole-3-carboxylic acid), ClC=1C=C(C=C(C1)F)C1=CC(=NN1C=1C=NC=CC1)C(=O)N1CC(NCC1)=O (4-{[5-(3-Chloro-5-fluorophenyl)-1-(pyridin-3-yl)-1H-pyrazol-3-yl]carbonyl}piperazin-2-one), O=C1NCCNC1 (2-oxopiperazine). Yields the product BrC=1C=C(C=C(C1)OC(F)(F)F)C1=CC(=NN1C=1C=NC(=CC1)Cl)C(=O)N1CC(NCC1)=O (4-({5-[3-Bromo-5-(trifluoromethoxy)phenyl]-1-(6-chloropyridin-3-yl)-1H-pyrazol-3-yl}carbonyl)piperazin-2-one). As a reaction SMILES: [Br:1][C:2]1[CH:3]=[C:4]([C:13]2[N:17]([C:18]3[CH:19]=[N:20][C:21]([Cl:24])=[CH:22][CH:23]=3)[N:16]=[C:15]([C:25](O)=[O:26])[CH:14]=2)[CH:5]=[C:6]([O:8][C:9]([F:12])([F:11])[F:10])[CH:7]=1.ClC1C=C(C2N(C3C=NC=CC=3)N=C(C([N:49]3[CH2:54][CH2:53][NH:52][C:51](=[O:55])[CH2:50]3)=O)C=2)C=C(F)C=1.O=C1CNCCN1>>[Br:1][C:2]1[CH:3]=[C:4]([C:13]2[N:17]([C:18]3[CH:19]=[N:20][C:21]([Cl:24])=[CH:22][CH:23]=3)[N:16]=[C:15]([C:25]([N:49]3[CH2:54][CH2:53][NH:52][C:51](=[O:55])[CH2:50]3)=[O:26])[CH:14]=2)[CH:5]=[C:6]([O:8][C:9]([F:10])([F:12])[F:11])[CH:7]=1. Reported procedure: 75 mg (0.14 mmol, 84% purity) of the compound of Example 40A is reacted analogously to the synthesis of the compound of Example 4 with 15 mg (0.15 mmol) of 2-oxopiperazine. 56 mg (75% of theory) of the title compound is obtained. Starting materials: O[Li].O (LiOH.H2O), C(C)(C)(C)OC(=O)N1CCC(CC1)(NC(=O)C1CCC(CC1)CCC(F)(F)F)C(N)=O (4-carbamoyl-4-{[4-(3,3,3-trifluoro-propyl)-cyclohexanecarbonyl]-amino}-piperidine-1-carboxylic acid tert-butyl ester), [Cl-].[NH4+] (ammonium chloride). The solvent is C(C)O (ethanol). Reaction conditions: temperature 85 celsius, time 2 hour. The product is C(C)(C)(C)OC(=O)N1CCC2(C(NC(=N2)C2CCC(CC2)CCC(F)(F)F)=O)CC1 (4-oxo-2-[4-(3,3,3-trifluoro-propyl)-cyclohexyl]-1,3,8-triaza-spiro[4.5]dec-1-ene-8-carboxylic acid tert-butyl ester). Isolated yield 91.9%. Reaction SMILES: O[Li].O.[C:4]([O:8][C:9]([N:11]1[CH2:16][CH2:15][C:14]([C:32](=[O:34])[NH2:33])([NH:17][C:18]([CH:20]2[CH2:25][CH2:24][CH:23]([CH2:26][CH2:27][C:28]([F:31])([F:30])[F:29])[CH2:22][CH2:21]2)=O)[CH2:13][CH2:12]1)=[O:10])([CH3:7])([CH3:6])[CH3:5].[Cl-].[NH4+]>C(O)C>[C:4]([O:8][C:9]([N:11]1[CH2:16][CH2:15][C:14]2([N:17]=[C:18]([CH:20]3[CH2:25][CH2:24][CH:23]([CH2:26][CH2:27][C:28]([F:31])([F:30])[F:29])[CH2:22][CH2:21]3)[NH:33][C:32]2=[O:34])[CH2:13][CH2:12]1)=[O:10])([CH3:7])([CH3:6])[CH3:5] |f:0.1,3.4|. Procedure: LiOH.H2O (1.55 g, 36.9 mmol) was added to a solution of 4-carbamoyl-4-{[4-(3,3,3-trifluoro-propyl)-cyclohexanecarbonyl]-amino}-piperidine-1-carboxylic acid tert-butyl ester (5.53 g, 12.3 mmol) in ethanol (123 mL), and the mixture was stirred at 85° C. for two hours. A 50% saturated aqueous ammonium chloride solution was added to the reaction mixture, followed by extraction with ethyl acetate. The organic layer was then dried over MgSO4 and concentrated under reduced pressure. The resulting resid... Reactants: C1OC=2C=C3C=CNC3=CC2O1 (5,6-methylenedioxyindole), PtO2 hydrate. The solvent is C(C)(=O)O (acetic acid). The product is C1OC=2C=C3CCNC3=CC2O1 (2,3-dihydro-5,6-methylenedioxyindole). Isolated yield 42.1%. As a reaction SMILES: [CH2:1]1[O:12][C:11]2[CH:10]=[C:9]3[C:5]([CH:6]=[CH:7][NH:8]3)=[CH:4][C:3]=2[O:2]1>C(O)(=O)C>[CH2:1]1[O:12][C:11]2[CH:10]=[C:9]3[C:5]([CH2:6][CH2:7][NH:8]3)=[CH:4][C:3]=2[O:2]1. Reported procedure: 5,6-methylenedioxyindole (1.3 g, 8 mmol) dissolved in 25 ml glacial acetic acid was reduced catalytically (1 atm., 22° C.) using 370 mg PtO2 hydrate to give 550 mg of crude 2,3-dihydro-5,6-methylenedioxyindole which was used without further purification. Starting materials: CC(=O)O, COCC(C1CC1)n1cc(C#N)nc(Nc2cc(C)c(OC)nc2C)c1=O. Product: COCC(C1CC1)n1cc(C#N)nc(Nc2cc(C)c(O)nc2C)c1=O. As a reaction SMILES: [CH3:28][C:29](=[O:30])[OH:31].[CH:1]1([CH:4]([CH2:5][O:6][CH3:7])[n:8]2[cH:9][c:10]([C:26]#[N:27])[n:11][c:12]([NH:15][c:16]3[c:17]([CH3:25])[n:18][c:19]([O:23][CH3:24])[c:20]([CH3:22])[cH:21]3)[c:13]2=[O:14])[CH2:2][CH2:3]1>>[CH:1]1([CH:4]([CH2:5][O:6][CH3:7])[n:8]2[cH:9][c:10]([C:26]#[N:27])[n:11][c:12]([NH:15][c:16]3[c:17]([CH3:25])[n:18][c:19]([OH:23])[c:20]([CH3:22])[cH:21]3)[c:13]2=[O:14])[CH2:2][CH2:3]1. Starting materials: CN1C(C=CC2=CC(=CC=C12)C)=O (1,6-Dimethyl-quinolin-2-one), BrN1C(CCC1=O)=O (N-bromosuccinimide). The reagents and catalysts are CC(C)(C#N)N=NC(C)(C)C#N (AIBN). The solvent is C(Cl)(Cl)(Cl)Cl (CCl4). The product is BrCC=1C=C2C=CC(N(C2=CC1)C)=O (6-Bromomethyl-1-methylquinoline-2-one). The yield is 32.5%. RXN SMILES: [CH3:1][N:2]1[C:11]2[C:6](=[CH:7][C:8]([CH3:12])=[CH:9][CH:10]=2)[CH:5]=[CH:4][C:3]1=[O:13].[Br:14]N1C(=O)CCC1=O>C(Cl)(Cl)(Cl)Cl.CC(N=NC(C#N)(C)C)(C#N)C>[Br:14][CH2:12][C:8]1[CH:7]=[C:6]2[C:11](=[CH:10][CH:9]=1)[N:2]([CH3:1])[C:3](=[O:13])[CH:4]=[CH:5]2. Procedure details: A stirred solution of 28b (22 g, 0.127 mol) and N-bromosuccinimide (23 g, 0.13 mol) in CCl4 (400 mls) was irradiated for 2.5 hours with a 275 watt heat lamp after an addition of AIBN (50 mg) to initiate the free radical reaction. During this time, the reaction achieved reflux. After cooling, the mixture was concentrated to a small volume and ethyl acetate (400 mls) and water (150 mls) were added and the layers separated. The organic phase was dried (MgSO4) and evaporated. The crude material was ... Reactants: COC(=O)C1=CC=NC2=C(C=CC=C12)NS(=O)(=O)C1=C(C=CC=C1)N (8-(2-amino-benzenesulfonylamino)-quinoline-4-carboxylic acid methyl ester), CC(=O)O (AcOH), COC(=O)C1=CC=NC2=C(C=CC=C12)NS(=O)(=O)C1=C(C=CC=C1)N (8-(2-amino-benzenesulfonylamino)-quinoline-4-carboxylic acid methyl ester), N(=O)OC(C)(C)C (t-butyl nitrite). Solvent: C1CCOC1 (THF). Yields the product COC(=O)C1=CC=NC2=C3NS(C4=CC=CC=C4C3=CC=C12)(=O)=O (6,6-Dioxo-5,6-dihydro-6λ*6*-thia-4,5-diaza-chrysene-1-carboxylic acid methyl ester). Isolated yield 23.5%. As a reaction SMILES: [CH3:1][O:2][C:3]([C:5]1[C:14]2[C:9](=[C:10]([NH:15][S:16]([C:19]3[CH:24]=[CH:23][CH:22]=[CH:21][C:20]=3N)(=[O:18])=[O:17])[CH:11]=[CH:12][CH:13]=2)[N:8]=[CH:7][CH:6]=1)=[O:4].N(OC(C)(C)C)=O.CC(O)=O>C1COCC1>[CH3:1][O:2][C:3]([C:5]1[C:14]2[C:9](=[C:10]3[C:11](=[CH:12][CH:13]=2)[C:20]2[C:19](=[CH:24][CH:23]=[CH:22][CH:21]=2)[S:16](=[O:18])(=[O:17])[NH:15]3)[N:8]=[CH:7][CH:6]=1)=[O:4]. Procedure: In a similar fashion using route 16 general procedure 61, 8-(2-amino-benzenesulfonylamino)-quinoline-4-carboxylic acid methyl ester (Intermediate 288) (270 mg, 0.75 mmol), t-butyl nitrite (0.14 ml, 1.13 mmol), AcOH (2.7 ml) and THF (2.7 ml) gave the title compound (60 mg, 23%) after purification by column chromatography with DCM/MeOH (99:1) as the eluent.